Dataset: the Open Reaction Database (ORD), a public repository of structured organic reaction records. Task: describe an organic reaction: reactants, conditions, products, and yield Reaction SMILES: C([O-])=O.[NH4+].[OH:5][C:6]1[CH:29]=[CH:28][C:9](/[CH:10]=[CH:11]\[C:12]([O:14][CH:15]2[CH2:20][CH2:19][C:18]([CH3:27])([C:21]([O:23]CC=C)=[O:22])[CH2:17][CH2:16]2)=[O:13])=[CH:8][C:7]=1[O:30][CH3:31].[Cl-].[Na+]>C1COCC1.Cl[Pd](Cl)([P](C1C=CC=CC=1)(C1C=CC=CC=1)C1C=CC=CC=1)[P](C1C=CC=CC=1)(C1C=CC=CC=1)C1C=CC=CC=1>[OH:5][C:6]1[CH:29]=[CH:28][C:9](/[CH:10]=[CH:11]\[C:12]([O:14][CH:15]2[CH2:20][CH2:19][C:18]([CH3:27])([C:21]([OH:23])=[O:22])[CH2:17][CH2:16]2)=[O:13])=[CH:8][C:7]=1[O:30][CH3:31] |f:0.1,3.4,^1:41,60|. Reagents/catalysts: Cl[Pd]([P](C1=CC=CC=C1)(C2=CC=CC=C2)C3=CC=CC=C3)([P](C4=CC=CC=C4)(C5=CC=CC=C5)C6=CC=CC=C6)Cl (bis(triphenylphosphine)palladium dichloride). Reactants: C(=O)[O-].[NH4+] (ammonium formate), OC1=C(C=C(\C=C/C(=O)OC2CCC(CC2)(C(=O)OCC=C)C)C=C1)OC (allyl cis-4-(4-hydroxy-3-methoxycinnamoyloxy)-1-methyl-1-cyclohexanecarboxylate), [Cl-].[Na+] (sodium chloride). Reported procedure: 0.2 g of bis(triphenylphosphine)palladium dichloride and 4 g of ammonium formate were added to a solution of 6.2 g of allyl cis-4-(4-hydroxy-3-methoxycinnamoyloxy)-1-methyl-1-cyclohexanecarboxylate (Example 10) in 80 ml of THF. The solution was reacted for 20 hours under an argon stream, while it was refluxed. After reaction, 150 ml of an aqueous sodium chloride solution was added to the reaction solution. The solution was extracted three times with 70 ml of ethyl acetate. The organic layer obta... Run in C1CCOC1 (THF). The yield is 14.4%. Product: OC1=C(C=C(\C=C/C(=O)OC2CCC(CC2)(C(=O)O)C)C=C1)OC (cis-4-(4-hydroxy-3-methoxy-cinnamoyloxy)-1-methyl-1-cyclohexanecarboxylic acid). Reactants: FC1=C(C=CC(=C1)F)C=1N2C=CC(C(=C2C=CC1C(=O)O)C1=C(C=CC=C1F)F)=O (6-(2,4-difluorophenyl)-1-(2,6-difluorophenyl)-2-oxo-2H-quinolizine-7-carboxylic Acid), C(CCl)Cl (EDC), C=1C=CC2=C(C1)N=NN2O (HOBt), [OH-].[NH4+] (ammonium hydroxide). The solvent is C(C)(=O)OCC (ethyl acetate), C1CCOC1 (THF). Reaction conditions: time 2 hour. Product: FC1=C(C=CC(=C1)F)C=1N2C=CC(C(=C2C=CC1C(=O)N)C1=C(C=CC=C1F)F)=O (6-(2,4-difluorophenyl)-1-(2,6-difluorophenyl)-2-oxo-2H-quinolizine-7-carboxamide). The yield is 81.1%. Reaction SMILES: [F:1][C:2]1[CH:7]=[C:6]([F:8])[CH:5]=[CH:4][C:3]=1[C:9]1[N:10]2[C:15]([CH:16]=[CH:17][C:18]=1[C:19]([OH:21])=O)=[C:14]([C:22]1[C:27]([F:28])=[CH:26][CH:25]=[CH:24][C:23]=1[F:29])[C:13](=[O:30])[CH:12]=[CH:11]2.C(Cl)CCl.C1C=CC2N(O)N=[N:41]C=2C=1.[OH-].[NH4+]>C1COCC1.C(OCC)(=O)C>[F:1][C:2]1[CH:7]=[C:6]([F:8])[CH:5]=[CH:4][C:3]=1[C:9]1[N:10]2[C:15]([CH:16]=[CH:17][C:18]=1[C:19]([NH2:41])=[O:21])=[C:14]([C:22]1[C:23]([F:29])=[CH:24][CH:25]=[CH:26][C:27]=1[F:28])[C:13](=[O:30])[CH:12]=[CH:11]2 |f:3.4|. Reported procedure: To a solution of 6-(2,4-difluorophenyl)-1-(2,6-difluorophenyl)-2-oxo-2H-quinolizine-7-carboxylic acid (Example 53, 21 mg) in THF was added EDC (20 mg), HOBt (10 mg) and ammonium hydroxide (0.1 mL) at room temperature. After stirring for 2 h, the mixture was diluted with ethyl acetate and washed with water, brine, dried over MgSO4 and concentrated. The residue was purified by silica gel (methylene chloride/methanol=20/1) to give the title compound (17 mg). Starting materials: ClC1=C(C(=CC=C1)Cl)C1=CC(=NO1)O (5-(2,6-Dichlorophenyl)-3-hydroxyisoxazole), C(C)(C)(C)OC(=O)NCCO (2-(N-tert-butoxycarbonylamino)ethanol). Product: C(C)(C)(C)OC(=O)NCCOC1=NOC(=C1)C1=C(C=CC=C1Cl)Cl (3-(2-(N-tert-Butoxycarbonylamino)ethoxy)-5-(2,6-dichlorophenyl)isoxazole). Yield: 63.7%. As a reaction SMILES: [Cl:1][C:2]1[CH:7]=[CH:6][CH:5]=[C:4]([Cl:8])[C:3]=1[C:9]1[O:13][N:12]=[C:11]([OH:14])[CH:10]=1.[C:15]([O:19][C:20]([NH:22][CH2:23][CH2:24]O)=[O:21])([CH3:18])([CH3:17])[CH3:16]>>[C:15]([O:19][C:20]([NH:22][CH2:23][CH2:24][O:14][C:11]1[CH:10]=[C:9]([C:3]2[C:4]([Cl:8])=[CH:5][CH:6]=[CH:7][C:2]=2[Cl:1])[O:13][N:12]=1)=[O:21])([CH3:18])([CH3:17])[CH3:16]. Reported procedure: 5-(2,6-Dichlorophenyl)-3-hydroxyisoxazole (0.3 g) and 2-(N-tert-butoxycarbonylamino)ethanol (0.23 g) were subjected to reaction and post-treatment in a similar manner to that described in Example 9(a) to obtain the title compound (0.31 g, 65%) as a colorless powder.